This data is from the Open Reaction Database (ORD), a public repository of structured organic reaction records. The task is: describe an organic reaction: reactants, conditions, products, and yield Reactants: ClS(=O)(=O)C=1C=C(C2=C(CCO2)C1)C=1NC(C2=C(N1)C(=NN2C)CCC)=O (5-(2,3-dihydro-5-chlorosulfonyl-7-benzofuryl)-1-methyl-3-propyl-6,7-dihydro-1H-pyrazolo[4,3-d]pyrimidin-7-one), CN1CCNCC1 (1-methylpiperazine). Run in C1CCOC1 (THF), C1CCOC1 (THF). Reaction conditions: time 1 hour. The product is CN1CCN(CC1)S(=O)(=O)C=1C=C(C2=C(CCO2)C1)C=1NC(C2=C(N1)C(=NN2C)CCC)=O (5-[2,3-dihydro-5-(4-methylpiperazin-1-ylsulfonyl)-7-benzofuryl]-1-methyl-3-propyl-6,7-dihydro-1H-pyrazolo[4,3-d]pyrimidin-7-one). As a reaction SMILES: Cl[S:2]([C:5]1[CH:6]=[C:7]([C:14]2[NH:15][C:16](=[O:27])[C:17]3[N:22]([CH3:23])[N:21]=[C:20]([CH2:24][CH2:25][CH3:26])[C:18]=3[N:19]=2)[C:8]2[O:12][CH2:11][CH2:10][C:9]=2[CH:13]=1)(=[O:4])=[O:3].[CH3:28][N:29]1[CH2:34][CH2:33][NH:32][CH2:31][CH2:30]1>C1COCC1>[CH3:28][N:29]1[CH2:34][CH2:33][N:32]([S:2]([C:5]2[CH:6]=[C:7]([C:14]3[NH:15][C:16](=[O:27])[C:17]4[N:22]([CH3:23])[N:21]=[C:20]([CH2:24][CH2:25][CH3:26])[C:18]=4[N:19]=3)[C:8]3[O:12][CH2:11][CH2:10][C:9]=3[CH:13]=2)(=[O:4])=[O:3])[CH2:31][CH2:30]1. Procedure details: Compound 6a (1.25 g, 0.003 mole) was dissolved in THF (10 ml) and added to a solution of 1-methylpiperazine (1 ml) in THF (10 ml). The resulting mixture was stirred at room temperature for 1 h. The THF was then removed in vacuo, and the residue was treated with cold water (50 ml). The resulting white precipitate was filtered under suction, washed with water (2×10 ml), drained and recrystallized from 90% ethanol, thereby yielding 7a.